This data is from the Open Reaction Database (ORD), a public repository of structured organic reaction records. The task is: describe an organic reaction: reactants, conditions, products, and yield The reactants are [BH4-], CCO, CC(C)CCC(=O)CCC(C)C, CO, Cl, NCCCCCCCN1CCCCC1, [Na+]. Yields the product CC(C)CCC(CCC(C)C)NCCCCCCCN1CCCCC1. RXN SMILES: [BH4-:31].[CH2:27]([OH:28])[CH3:29].[CH3:1][CH:2]([CH3:3])[CH2:4][CH2:5][C:6]([CH2:7][CH2:8][CH:9]([CH3:10])[CH3:11])=[O:12].[CH3:33][OH:34].[ClH:30].[NH2:13][CH2:14][CH2:15][CH2:16][CH2:17][CH2:18][CH2:19][CH2:20][N:21]1[CH2:22][CH2:23][CH2:24][CH2:25][CH2:26]1.[Na+:32]>>[CH3:1][CH:2]([CH3:3])[CH2:4][CH2:5][CH:6]([CH2:7][CH2:8][CH:9]([CH3:10])[CH3:11])[NH:13][CH2:14][CH2:15][CH2:16][CH2:17][CH2:18][CH2:19][CH2:20][N:21]1[CH2:22][CH2:23][CH2:24][CH2:25][CH2:26]1.